Dataset: the Open Reaction Database (ORD), a public repository of structured organic reaction records. Task: describe an organic reaction: reactants, conditions, products, and yield Solvent: O (water), [OH-].[Na+] (sodium hydroxide). Product: ClC=1C=C(C=CC1)C1=NSC(=N1)SN (3-(3-Chlorophenyl)-1,2,4-thiadiazole-5-sulfenamide). Reported procedure: A solution of 41 g of 5-mercapto-3-(3-chlorophenyl)-1,2,4-thiadiazole in 602 ml of 5% sodium hydroxide and a solution prepared by diluting 378 ml of 5.25% NaOCl to 602 ml with water were added dropwise simultaneously to 1634 ml of ammonium hydroxide solution while maintaining the mixture at 0° C. with a salt/ice bath. The resulting mixture was stirred for 30 minutes and the solids were collected, washed with water and dried under vacuum (with P2O5) to give 5.4 g of solid, m.p.>150° dec. Reactants: [O-]Cl.[Na+] (NaOCl), SC1=NC(=NS1)C1=CC(=CC=C1)Cl (5-mercapto-3-(3-chlorophenyl)-1,2,4-thiadiazole), [OH-].[NH4+] (ammonium hydroxide). As a reaction SMILES: [SH:1][C:2]1[S:6][N:5]=[C:4]([C:7]2[CH:12]=[CH:11][CH:10]=[C:9]([Cl:13])[CH:8]=2)[N:3]=1.[O-]Cl.[Na+].[OH-].[NH4+:18]>[OH-].[Na+].O>[Cl:13][C:9]1[CH:8]=[C:7]([C:4]2[N:3]=[C:2]([S:1][NH2:18])[S:6][N:5]=2)[CH:12]=[CH:11][CH:10]=1 |f:1.2,3.4,5.6|. Conditions: temperature 0 celsius, time 30 minute.